Dataset: the Open Reaction Database (ORD), a public repository of structured organic reaction records. Task: describe an organic reaction: reactants, conditions, products, and yield Starting materials: COc1ccc(P2(=S)SP(=S)(c3ccc(OC)cc3)S2)cc1, CCCCCC, Cc1ccccc1, CCOC(=O)C1(F)CCCCC1=O. RXN SMILES: [CH3:14][O:15][c:16]1[cH:17][cH:18][c:19]([P:20]2(=[S:23])[S:21][P:22]([c:24]3[cH:25][cH:26][c:27]([O:28][CH3:29])[cH:30][cH:31]3)(=[S:32])[S:33]2)[cH:34][cH:35]1.[CH3:36][CH2:37][CH2:38][CH2:39][CH2:40][CH3:41].[CH3:42][c:43]1[cH:44][cH:45][cH:46][cH:47][cH:48]1.[F:1][C:2]1([C:9](=[O:10])[O:11][CH2:12][CH3:13])[C:3](=[O:8])[CH2:4][CH2:5][CH2:6][CH2:7]1>>[F:1][C:2]1([C:9](=[O:10])[O:11][CH2:12][CH3:13])[C:3]([SH:23])=[CH:4][CH2:5][CH2:6][CH2:7]1. Yields the product CCOC(=O)C1(F)CCCC=C1S. Starting materials: CCCCO, CCOC(C)=O, Clc1nc(Cl)c2[nH]cnc2n1, Nc1cccc(C(F)(F)F)c1, CN(C)C=O. Product: FC(F)(F)c1cccc(Nc2nc(Cl)nc3nc[nH]c23)c1. Reaction SMILES: [CH2:29]([OH:30])[CH2:31][CH2:32][CH3:33].[CH3:23][CH2:24][O:25][C:26](=[O:27])[CH3:28].[Cl:1][c:2]1[n:3][c:4]([Cl:11])[c:5]2[nH:6][cH:7][n:8][c:9]2[n:10]1.[F:12][C:13]([c:14]1[cH:15][c:16]([NH2:17])[cH:18][cH:19][cH:20]1)([F:21])[F:22].[O:34]=[CH:35][N:36]([CH3:37])[CH3:38]>>[Cl:1][c:2]1[n:3][c:4]([NH:17][c:16]2[cH:15][c:14]([C:13]([F:12])([F:21])[F:22])[cH:20][cH:19][cH:18]2)[c:5]2[nH:6][cH:7][n:8][c:9]2[n:10]1.